Dataset: the Open Reaction Database (ORD), a public repository of structured organic reaction records. Task: describe an organic reaction: reactants, conditions, products, and yield Starting materials: [C-]#N, CCCCNC, CC(C)(N=C=O)c1cccc(Cl)c1, c1ccccc1. Product: CCCCN(C)C(=O)NC(C)(C)c1cccc(Cl)c1. RXN SMILES: [C-:14]#[N:15].[CH2:16]([CH2:17][CH2:18][CH3:19])[NH:20][CH3:21].[Cl:1][c:2]1[cH:3][c:4]([C:5]([CH3:6])([CH3:7])[N:8]=[C:9]=[O:10])[cH:11][cH:12][cH:13]1.[cH:22]1[cH:23][cH:24][cH:25][cH:26][cH:27]1>>[Cl:1][c:2]1[cH:3][c:4]([C:5]([CH3:6])([CH3:7])[NH:8][C:9](=[O:10])[N:20]([CH2:16][CH2:17][CH2:18][CH3:19])[CH3:21])[cH:11][cH:12][cH:13]1. The reactants are CNCC1=NC=CC=C1 (2-(methylaminomethyl)-pyridine), COC([C@@H](NC(=O)OC1=CC=CC=C1)C(C)C)=O (phenoxycarbonyl-L-valine methyl ester), N#N (N2). Run in O1CCOCC1 (1,4-dioxane). Product: COC([C@H](C(C)C)NC(=O)N(CC1=NC=CC=C1)C)=O ((S)-3-Methyl-2-[[methyl-(2-pyridinylmethyl)amino]carbonyl]aminobutyric acid methyl ester). Yield: 92.5%. Reaction SMILES: [CH3:1][NH:2][CH2:3][C:4]1[CH:9]=[CH:8][CH:7]=[CH:6][N:5]=1.[CH3:10][O:11][C:12](=[O:27])[C@H:13]([CH:24]([CH3:26])[CH3:25])[NH:14][C:15]([O:17]C1C=CC=CC=1)=O.N#N>O1CCOCC1>[CH3:10][O:11][C:12](=[O:27])[C@@H:13]([NH:14][C:15]([N:2]([CH3:1])[CH2:3][C:4]1[CH:9]=[CH:8][CH:7]=[CH:6][N:5]=1)=[O:17])[CH:24]([CH3:25])[CH3:26]. Reported procedure: A solution of 2.68 g (22.0 mmol) of 2-(methylaminomethyl)-pyridine, from step 3a above, and 5.02g (20.0 mmol) of phenoxycarbonyl-L-valine methyl ester, from step 3b above, in 20 mL of 1,4-dioxane was purged with N2. The solution was then heated at reflux for four hours under a N2 atmosphere, then the solution was concentrated in vacuo. The resulting residue was dissolved in ethyl ether and extracted into 1N HCl. The aqueous layer was adjusted to about pH 9 with solid sodium carbonate and extract... The reactants are BrC=1C=CC(=C(C(=O)NC=2C=NC=CC2)C1)OCC1=CC=CC=C1 (5-Bromo-2-[(phenylmethyl)oxy]-N-3-Pyridinylbenzamide), CC1(OB(OC1(C)C)C1=CC(=NC=C1)N)C (4-(4,4,5,5-tetramethyl-1,3,2-dioxaborolan-2-yl)-2-pyridinamine), C([O-])([O-])=O.[Na+].[Na+] (sodium carbonate). The reagents and catalysts are C=1C=CC(=CC1)[P](C=2C=CC=CC2)(C=3C=CC=CC3)[Pd]([P](C=4C=CC=CC4)(C=5C=CC=CC5)C=6C=CC=CC6)([P](C=7C=CC=CC7)(C=8C=CC=CC8)C=9C=CC=CC9)[P](C=1C=CC=CC1)(C=1C=CC=CC1)C=1C=CC=CC1 (tetrakis(triphenylphosphine)palladium(0)). The solvent is O1CCOCC1 (1,4-dioxane). Reaction conditions: temperature 100 celsius. The product is NC1=NC=CC(=C1)C=1C=CC(=C(C(=O)NC=2C=NC=CC2)C1)OCC1=CC=CC=C1 (5-(2-Amino-4-pyridinyl)-2-[(phenylmethyl)oxy]-N-3-pyridinylbenzamide). As a reaction SMILES: Br[C:2]1[CH:3]=[CH:4][C:5]([O:17][CH2:18][C:19]2[CH:24]=[CH:23][CH:22]=[CH:21][CH:20]=2)=[C:6]([CH:16]=1)[C:7]([NH:9][C:10]1[CH:11]=[N:12][CH:13]=[CH:14][CH:15]=1)=[O:8].CC1(C)C(C)(C)OB([C:33]2[CH:38]=[CH:37][N:36]=[C:35]([NH2:39])[CH:34]=2)O1.C(=O)([O-])[O-].[Na+].[Na+]>C1C=CC([P]([Pd]([P](C2C=CC=CC=2)(C2C=CC=CC=2)C2C=CC=CC=2)([P](C2C=CC=CC=2)(C2C=CC=CC=2)C2C=CC=CC=2)[P](C2C=CC=CC=2)(C2C=CC=CC=2)C2C=CC=CC=2)(C2C=CC=CC=2)C2C=CC=CC=2)=CC=1.O1CCOCC1>[NH2:39][C:35]1[CH:34]=[C:33]([C:2]2[CH:3]=[CH:4][C:5]([O:17][CH2:18][C:19]3[CH:24]=[CH:23][CH:22]=[CH:21][CH:20]=3)=[C:6]([CH:16]=2)[C:7]([NH:9][C:10]2[CH:11]=[N:12][CH:13]=[CH:14][CH:15]=2)=[O:8])[CH:38]=[CH:37][N:36]=1 |f:2.3.4,^1:50,52,71,90|. Procedure: To a microwave vial was added 5-bromo-2-[(phenylmethyl)oxy]-N-3-pyridinylbenzamide (may be prepared as described in example 2; 200 mg, 0.52 mmol), 1,4-dioxane (2 ml), 4-(4,4,5,5-tetramethyl-1,3,2-dioxaborolan-2-yl)-2-pyridinamine (201 mg, 0.78 mmol), 1M sodium carbonate (1.04 ml, 1.04 mmol) and tetrakis(triphenylphosphine)palladium(0) (36.2 mg, 0.03 mmol). The vial was sealed and heated to 100° C. for 30 minutes under microwave conditions. The mixture was evaporated in vacuo and the residue was ... The reactants are NC(CCN1C(=NC=2C(=NC=3C=CC=CC3C21)N)CCCOC2=CC=CC=C2)C (1-(3-aminobutyl)-2-(3-phenoxypropyl)-1H-imidazo[4,5-c]quinolin-4-amine), CS(=O)(=O)OS(=O)(=O)C (methanesulfonic anhydride), N1=CC=CC=C1 (pyridine). Yields the product NC1=NC=2C=CC=CC2C2=C1N=C(N2CCCCNS(=O)(=O)C)CCCOC2=CC=CC=C2 (N-{4-[4-amino-2-(3-phenoxypropyl)-1H-imidazo[4,5-c]quinolin 1-yl]butyl}methanesulfonamide). Reaction SMILES: N[CH:2]([CH3:29])[CH2:3][CH2:4][N:5]1[C:17]2[C:16]3[CH:15]=[CH:14][CH:13]=[CH:12][C:11]=3[N:10]=[C:9]([NH2:18])[C:8]=2[N:7]=[C:6]1[CH2:19][CH2:20][CH2:21][O:22][C:23]1[CH:28]=[CH:27][CH:26]=[CH:25][CH:24]=1.[CH3:30][S:31]([O:34]S(C)(=O)=O)(=O)=[O:32].[N:39]1C=CC=CC=1>>[NH2:18][C:9]1[C:8]2[N:7]=[C:6]([CH2:19][CH2:20][CH2:21][O:22][C:23]3[CH:28]=[CH:27][CH:26]=[CH:25][CH:24]=3)[N:5]([CH2:4][CH2:3][CH2:2][CH2:29][NH:39][S:31]([CH3:30])(=[O:34])=[O:32])[C:17]=2[C:16]2[CH:15]=[CH:14][CH:13]=[CH:12][C:11]=2[N:10]=1. Procedure details: Using the general method of Example 255, except that pyridine was used in place of acetonitrile, 1-(3-aminobutyl)-2-(3-phenoxypropyl)-1H-imidazo[4,5-c]quinolin-4-amine (2.00 g, 5.1 mmol) was reacted with an excess of methanesulfonic anhydride to provide 1.36 g of N-{4-[4-amino-2-(3-phenoxypropyl)-1H-imidazo[4,5-c]quinolin 1-yl]butyl}methanesulfonamide as a solid, m.p. 156.4-157.1° C. Analysis: Calculated for C24H29N5O3S: % C, 60.48; % H, 6.34; % N, 14.69; Found: % C, 60.75; % H, 6.36; % N, 14.31... Reactants: NC1=CC=CC=2N(N=NC21)C2CCCCC2 (4-amino-1-cyclohexylbenzotriazole), Cl (hydrochloric acid), N(=O)[O-].[Na+] (sodium nitrite), cuprous chloride, Cl (hydrochloric acid). The solvent is O (water), O (water), O (water). Reaction conditions: time 0.5 hour. Yields the product ClC1=CC=CC=2N(N=NC21)C2CCCCC2 (4-chloro-1-cyclohexyl-1H-benzotriazole). As a reaction SMILES: N[C:2]1[C:10]2[N:9]=[N:8][N:7]([CH:11]3[CH2:16][CH2:15][CH2:14][CH2:13][CH2:12]3)[C:6]=2[CH:5]=[CH:4][CH:3]=1.N([O-])=O.[Na+].[ClH:21]>O>[Cl:21][C:2]1[C:10]2[N:9]=[N:8][N:7]([CH:11]3[CH2:16][CH2:15][CH2:14][CH2:13][CH2:12]3)[C:6]=2[CH:5]=[CH:4][CH:3]=1 |f:1.2|. Procedure: To a stirred solution of 11.4 grams of the 4-amino-1-cyclohexylbenzotriazole in 75 milliliters of concentrated hydrochloric acid and 75 milliliters of water at 5° C. is slowly added 4.1 grams of sodium nitrite in 15 milliliters of water. On completion of the addition, the reaction mixture is allowed to stir an additional 1/2 hour at 0°-5° C. Next the solution is added slowly to an excess of freshly prepared cuprous chloride in 120 milliliters of concentrated hydrochloric acid also at 0°-5° C. On... Starting materials: ClC1=C(C(=CC=C1)F)C1=NOC(=C1C(=O)NC1C(CCCC1)CCC(=O)OC)C (methyl 3-(2-{[3-(2-chloro-6-fluorophenyl)-5-methylisoxazol-4-yl]carbonylamino}cyclohexyl)propanoate), [Li+].[OH-] (LiOH). The solvent is C1CCOC1 (THF), O (water), O (water). Reaction conditions: time 5 hour. The product is ClC1=C(C(=CC=C1)F)C1=NOC(=C1C(=O)N[C@H]1[C@@H](CCCC1)CCC(=O)O)C (trans-3-(2-{[3-(2-Chloro-6-fluorophenyl)-5-methylisoxazole-4-carbonyl]amino}cyclohexyl)propionic Acid). As a reaction SMILES: [Cl:1][C:2]1[CH:7]=[CH:6][CH:5]=[C:4]([F:8])[C:3]=1[C:9]1[C:13]([C:14]([NH:16][CH:17]2[CH2:22][CH2:21][CH2:20][CH2:19][CH:18]2[CH2:23][CH2:24][C:25]([O:27]C)=[O:26])=[O:15])=[C:12]([CH3:29])[O:11][N:10]=1.[Li+].[OH-]>C1COCC1.O>[Cl:1][C:2]1[CH:7]=[CH:6][CH:5]=[C:4]([F:8])[C:3]=1[C:9]1[C:13]([C:14]([NH:16][C@@H:17]2[CH2:22][CH2:21][CH2:20][CH2:19][C@H:18]2[CH2:23][CH2:24][C:25]([OH:27])=[O:26])=[O:15])=[C:12]([CH3:29])[O:11][N:10]=1 |f:1.2|. Procedure: A solution of methyl 3-(2-{[3-(2-chloro-6-fluorophenyl)-5-methylisoxazol-4-yl]carbonylamino}cyclohexyl)propanoate (0.127 g, 0.3 mmol) in THF (5 mL) was treated with a 0.5 M sol'n of LiOH in water (3 mL). The sol'n was stirred at r.t. for 5 hr. The reaction was diluted with water (3 mL) and washed with EtOAc (2×5 mL). The pH of the aqueous was adjusted to ˜3 with 0.1 M HCl and extracted with EtOAc (4×5 mL). The organic extractions were then washed with brine (2×5 mL), dried over sodium sulfate an...